From a dataset of the Open Reaction Database (ORD), a public repository of structured organic reaction records. describe an organic reaction: reactants, conditions, products, and yield The reactants are Cl.N[C@H](C(=O)N1CCC(CC1)O)CC1=CC=CC=C1 ((S)-2-Amino-1-(4-hydroxy-piperidin-1-yl)-3-phenyl-propan-1-one hydrochloride), ClC=1C=C2C=C(NC2=CC1)C(=O)O (5-chloro-1H-indole-2-carboxylic acid). The product is C(C1=CC=CC=C1)[C@@H](C(=O)N1CCC(CC1)O)NC(=O)C=1NC2=CC=C(C=C2C1)Cl (5-Chloro-1H-indole-2-carboxylic acid [(1S)-benzyl-2-(4-hydroxy-piperidin-1-yl)-2-oxo-ethyl]-amide). As a reaction SMILES: Cl.[NH2:2][C@@H:3]([CH2:13][C:14]1[CH:19]=[CH:18][CH:17]=[CH:16][CH:15]=1)[C:4]([N:6]1[CH2:11][CH2:10][CH:9]([OH:12])[CH2:8][CH2:7]1)=[O:5].[Cl:20][C:21]1[CH:22]=[C:23]2[C:27](=[CH:28][CH:29]=1)[NH:26][C:25]([C:30](O)=[O:31])=[CH:24]2>>[CH2:13]([C@H:3]([NH:2][C:30]([C:25]1[NH:26][C:27]2[C:23]([CH:24]=1)=[CH:22][C:21]([Cl:20])=[CH:29][CH:28]=2)=[O:31])[C:4]([N:6]1[CH2:11][CH2:10][CH:9]([OH:12])[CH2:8][CH2:7]1)=[O:5])[C:14]1[CH:15]=[CH:16][CH:17]=[CH:18][CH:19]=1 |f:0.1|. Procedure: (S)-2-Amino-1-(4-hydroxy-piperidin-1-yl)-3-phenyl-propan-1-one hydrochloride (0.8 mmol) and 5-chloro-1H-indole-2-carboxylic acid (0.9 mmol) were coupled according to Procedure A (0-25° C. reaction temperature, 48 hour reaction time) and the product purified by chromatography on silica gel eluted with 50, 75 and 100% ethyl acetate in hexanes followed by trituration from 1:1 ether-hexanes. Yield 266 mg, 76%; HPLC (60/40) 4.09 minutes (99%); PBMS 426/428 (MH+, 100%); Reactants: IC (iodomethane), ClC1=NC=C(C(=N1)N[C@H](CS)C(C)(C)C)F ((S)-2-(2-chloro-5-fluoropyrimidin-4-ylamino)-3,3-dimethylbutane-1-thiol), ClC1=NC=C(C(=N1)N[C@H](CS)C(C)(C)C)F ((S)-2-(2-chloro-5-fluoropyrimidin-4-ylamino)-3,3-dimethylbutane-1-thiol), C(=O)([O-])[O-].[K+].[K+] (K2CO3). The solvent is CC(=O)C (acetone). Conditions: temperature 70 celsius. Product: ClC1=NC=C(C(=N1)N[C@H](CSC)C(C)(C)C)F ((S)-2-chloro-N-(3,3-dimethyl-1-(methylthio)butan-2-yl)-5-fluoropyrimidin-4-amine). Reaction SMILES: [Cl:1][C:2]1[N:7]=[C:6]([NH:8][C@@H:9]([C:12]([CH3:15])([CH3:14])[CH3:13])[CH2:10][SH:11])[C:5]([F:16])=[CH:4][N:3]=1.[C:17]([O-])([O-])=O.[K+].[K+].IC>CC(C)=O>[Cl:1][C:2]1[N:7]=[C:6]([NH:8][C@@H:9]([C:12]([CH3:13])([CH3:15])[CH3:14])[CH2:10][S:11][CH3:17])[C:5]([F:16])=[CH:4][N:3]=1 |f:1.2.3|. Procedure: To a suspension of (S)-2-(2-chloro-5-fluoropyrimidin-4-ylamino)-3,3-dimethylbutane-1-thiol, 77a, (0.85 g, 3.60 mmol) and K2CO3 (2.26 g, 16.35 mmol) in acetone was added iodomethane (0.82 mL, 13.08 mmol). The suspension was heated at 70° C. for 1.30 hours and then cooled to room temperature. The solid was filtered and the solution was concentrated under reduced pressure. The crude residue was purified by silica gel chromatography (0-10% EtOAc/Hexanes gradient) to afford 310 mg of the desired prod... The reactants are O=c1c(Br)c(OCc2ccc(F)cc2F)ccn1Cc1cccc(CBr)c1F, CO, N. Yields the product NCc1cccc(Cn2ccc(OCc3ccc(F)cc3F)c(Br)c2=O)c1F. RXN SMILES: [Br:1][c:2]1[c:3](=[O:28])[n:4]([CH2:18][c:19]2[c:20]([F:27])[c:21]([CH2:25][Br:26])[cH:22][cH:23][cH:24]2)[cH:5][cH:6][c:7]1[O:8][CH2:9][c:10]1[c:11]([F:17])[cH:12][c:13]([F:16])[cH:14][cH:15]1.[CH3:30][OH:31].[NH3:29]>>[Br:1][c:2]1[c:3](=[O:28])[n:4]([CH2:18][c:19]2[c:20]([F:27])[c:21]([CH2:25][NH2:29])[cH:22][cH:23][cH:24]2)[cH:5][cH:6][c:7]1[O:8][CH2:9][c:10]1[c:11]([F:17])[cH:12][c:13]([F:16])[cH:14][cH:15]1. The reactants are C(C)(C)C(C(=O)Cl)C1=CC=C(C=C1)Cl (isopropyl(4-chlorophenyl)acetyl chloride). Solvent: C(Cl)Cl (methylene chloride), C(C)N(CC)CC (triethylamine), CCCCCCC (heptane), CCCCCCC (heptane). Run at time 18 hour. Yields the product ClC1=CC=C(C=C1)C(=C=O)C(C)C ((4-Chlorophenyl)isopropylketene). Isolated yield 41.6%. As a reaction SMILES: [CH:1]([CH:4]([C:8]1[CH:13]=[CH:12][C:11]([Cl:14])=[CH:10][CH:9]=1)[C:5](Cl)=[O:6])([CH3:3])[CH3:2]>C(Cl)Cl.C(N(CC)CC)C.CCCCCCC>[Cl:14][C:11]1[CH:10]=[CH:9][C:8]([C:4]([CH:1]([CH3:3])[CH3:2])=[C:5]=[O:6])=[CH:13][CH:12]=1. Procedure details: To a solution of 2.31 g of isopropyl(4-chlorophenyl)acetyl chloride in 10 ml of methylene chloride was added in one portion 1.5 g of triethylamine. After 18 hours, 15 ml of heptane was added to the mixture and the triethylamine hydrochloride removed by filtration. The filtrate was stripped and 10 ml of heptane was added and the resulting mixture was filtered and stripped to give a yellow residue, which was dissolved in 5 ml heptane for GLC analysis. The resulting solution was distilled through a... Reactants: ClC1=C(C=CC(=N1)NCCCOC=1C=C2CC[C@H](C2=CC1)CC(=O)OCC)C(F)(F)F (ethyl [(1S)-5-(3-{[6-chloro-5-(trifluoromethyl)-2-pyridinyl]amino}propoxy)-2,3-dihydro-1H-inden-1-yl]acetate), O1CCOCC1 (1,4-dioxane), C(=O)([O-])[O-].[Na+].[Na+] (Na2CO3), COC1=CC=C(C=C1)B(O)O (4-methoxyphenyl boronic acid), PdCl2(dppf)CH2Cl2. The solvent is C1(=CC=CC=C1)C (toluene), O (water). Conditions: temperature 80 celsius. Yields the product COC1=CC=C(C=C1)C1=C(C=CC(=N1)NCCCOC=1C=C2CC[C@H](C2=CC1)CC(=O)OCC)C(F)(F)F (ethyl [(1S)-5-(3-{[6-(4-methoxyphenyl)-5-(trifluoromethyl)-2-pyridinyl]amino}propoxy)-2,3-dihydro-1H-inden-1-yl]acetate). As a reaction SMILES: Cl[C:2]1[N:7]=[C:6]([NH:8][CH2:9][CH2:10][CH2:11][O:12][C:13]2[CH:14]=[C:15]3[C:19](=[CH:20][CH:21]=2)[C@H:18]([CH2:22][C:23]([O:25][CH2:26][CH3:27])=[O:24])[CH2:17][CH2:16]3)[CH:5]=[CH:4][C:3]=1[C:28]([F:31])([F:30])[F:29].O1CCOCC1.C([O-])([O-])=O.[Na+].[Na+].[CH3:44][O:45][C:46]1[CH:51]=[CH:50][C:49](B(O)O)=[CH:48][CH:47]=1>C1(C)C=CC=CC=1.O>[CH3:44][O:45][C:46]1[CH:51]=[CH:50][C:49]([C:2]2[N:7]=[C:6]([NH:8][CH2:9][CH2:10][CH2:11][O:12][C:13]3[CH:14]=[C:15]4[C:19](=[CH:20][CH:21]=3)[C@H:18]([CH2:22][C:23]([O:25][CH2:26][CH3:27])=[O:24])[CH2:17][CH2:16]4)[CH:5]=[CH:4][C:3]=2[C:28]([F:31])([F:30])[F:29])=[CH:48][CH:47]=1 |f:2.3.4|. Reported procedure: To a solution of ethyl [(1S)-5-(3-{[6-chloro-5-(trifluoromethyl)-2-pyridinyl]amino}propoxy)-2,3-dihydro-1H-inden-1-yl]acetate (Example 303, 0.06 g, 0.14 mmol) in a mixture of toluene (3.75 mL), 1,4-dioxane (0.75 mL), and water (0.88 mL) were added Na2CO3 (0.15 g, 1.38 mmol), 4-methoxyphenyl boronic acid (0.08 g, 0.55 mmol), and PdCl2(dppf)CH2Cl2 (0.02 g, 0.03 mmol). The mixture was heated at 80° C. for 4 h, and then concentrated under reduced pressure. The product (0.11 g, 94%) was purified by s...